This data is from the Open Reaction Database (ORD), a public repository of structured organic reaction records. The task is: describe an organic reaction: reactants, conditions, products, and yield Reactants: CC=1N=C(N2N=C(N=CC21)SC)C2=CC=CC=C2 (5-methyl-2-(methylthio)-7-phenylimidazo[5,1-f][1,2,4]triazine), CC=1N=C(N2N=C(N=CC21)S(=O)(=O)C)C2=CC=CC=C2 (5-Methyl-2-(methylsulfonyl)-7-phenylimidazo[5,1-f][1,2,4]triazine), COC=1C=C(N)C=C(C1)OC (3,5-dimethoxyaniline). Solvent: C(C)O (ethanol). Yields the product COC=1C=C(C=C(C1)OC)NC1=NN2C(C=N1)=C(N=C2C2=CC=CC=C2)C (N-[3,5-bis(methyloxy)phenyl]-5-methyl-7-phenylimidazo[5,1-f][1,2,4]triazin-2-amine). Yield: 37.4%. As a reaction SMILES: [CH3:1][C:2]1[N:3]=[C:4]([C:13]2[CH:18]=[CH:17][CH:16]=[CH:15][CH:14]=2)[N:5]2[C:10]=1[CH:9]=[N:8][C:7](SC)=[N:6]2.CC1N=C(C2C=CC=CC=2)N2C=1C=NC(S(C)(=O)=O)=N2.[CH3:39][O:40][C:41]1[CH:42]=[C:43]([CH:45]=[C:46]([O:48][CH3:49])[CH:47]=1)[NH2:44]>C(O)C>[CH3:49][O:48][C:46]1[CH:45]=[C:43]([NH:44][C:7]2[N:8]=[CH:9][C:10]3=[C:2]([CH3:1])[N:3]=[C:4]([C:13]4[CH:18]=[CH:17][CH:16]=[CH:15][CH:14]=4)[N:5]3[N:6]=2)[CH:42]=[C:41]([O:40][CH3:39])[CH:47]=1. Reported procedure: Applying the displacement procedure, using 5-methyl-2-(methylthio)-7-phenylimidazo[5,1-f][1,2,4]triazine (Intermediate 72) (50 mg, 0.17 mmol), 3,5-dimethoxyaniline (26.5 mg, 0.17 mmol) and ethanol (2.5 mL) to afford N-[3,5-bis(methyloxy)phenyl]-5-methyl-7-phenylimidazo[5,1-f][1,2,4]triazin-2-amine (23 mg) as a yellow solid. MS m/z 362 (M+1). Procedure details: To a solution of anhydrous calcium chloride (1.86 g, 16.3 mmol) in ethanol (32 mL) were added sodium borohydride (1.27 g, 33.6 mmol) and ethanol (5 mL) at −10° C., and the mixture was stirred at −10° C. for 30 min. To the reaction mixture were added dropwise a solution of ethyl (3S)-3-hydroxy-3-{6-[(methylamino)carbonyl]-2-naphthyl}-3-(1-tosyl-1H-imidazol-4-yl)propanoate (2.5 g, 5.6 mmol) in tetrahydrofuran (73 mL)/ethanol (10 mL), and tetrahydrofuran (5 mL) at −10° C. The obtained reaction mixt... Starting materials: Cl (hydrochloric acid), [Cl-].[Ca+2].[Cl-] (calcium chloride), [BH4-].[Na+] (sodium borohydride), O[C@](CC(=O)OCC)(C=1N=CN(C1)S(=O)(=O)C1=CC=C(C)C=C1)C1=CC2=CC=C(C=C2C=C1)C(=O)NC (ethyl (3S)-3-hydroxy-3-{6-[(methylamino)carbonyl]-2-naphthyl}-3-(1-tosyl-1H-imidazol-4-yl)propanoate), [OH-].[Na+] (sodium hydroxide), Cl (hydrochloric acid), Cl (hydrochloric acid), [OH-].[Na+] (sodium hydroxide), [OH-].[Na+] (sodium hydroxide). Reaction SMILES: [Cl-].[Ca+2].[Cl-].[BH4-].[Na+].[OH:6][C@@:7]([C:29]1[CH:38]=[CH:37][C:36]2[C:31](=[CH:32][CH:33]=[C:34]([C:39]([NH:41][CH3:42])=[O:40])[CH:35]=2)[CH:30]=1)([C:14]1[N:15]=[CH:16][N:17]([S:19]([C:22]2[CH:28]=[CH:27][C:25]([CH3:26])=[CH:24][CH:23]=2)(=[O:21])=[O:20])[CH:18]=1)[CH2:8][C:9](OCC)=[O:10].Cl.[OH-].[Na+]>C(O)C.O1CCCC1.O.C(OCC)(=O)C>[OH:6][C@@:7]([C:29]1[CH:30]=[C:31]2[C:36](=[CH:37][CH:38]=1)[CH:35]=[C:34]([C:39]([NH:41][CH3:42])=[O:40])[CH:33]=[CH:32]2)([C:14]1[N:15]=[CH:16][N:17]([S:19]([C:22]2[CH:23]=[CH:24][C:25]([CH3:26])=[CH:27][CH:28]=2)(=[O:21])=[O:20])[CH:18]=1)[CH2:8][CH2:9][OH:10] |f:0.1.2,3.4,7.8|. Reaction conditions: temperature -10 celsius, time 30 minute. The yield is 108.9%. The product is O[C@](CCO)(C=1N=CN(C1)S(=O)(=O)C1=CC=C(C)C=C1)C=1C=C2C=CC(=CC2=CC1)C(=O)NC (6-[(1S)-1,3-dihydroxy-1-(1-tosyl-1H-imidazol-4-yl)propyl]-N-methyl-2-naphthamide). Solvent: C(C)O (ethanol), C(C)O (ethanol), O1CCCC1 (tetrahydrofuran), O1CCCC1 (tetrahydrofuran), C(C)O (ethanol), O (water), O (water), C(C)(=O)OCC (ethyl acetate), O (water). Reactants: BrCC1(S[C@H]2N(C1C(=O)OC)C(C2NC(COC2=CC=CC=C2)=O)=O)C (methyl 2-bromomethyl-2-methyl-6-(2-phenoxyacetamido)penam-3-carboxylate), CC1=NN=C(S1)S (5-Methyl-1,3,4-thiadiazole-2-thiol). Run in CC(=O)C (acetone), P(=O)([O-])([O-])[O-] (phosphate), CC(=O)C (acetone). Reaction conditions: time 4 hour. The product is CC1=NN=C(S1)SCC1(S[C@H]2N(C1C(=O)OC)C(C2NC(COC2=CC=CC=C2)=O)=O)C (methyl 2-(5-methyl-1,3,4-thiadiazol-2yl)thiomethyl-2-methyl-6(2-phenoxyacetamido)penam-3-carboxylate). The yield is 31.4%. RXN SMILES: [CH3:1][C:2]1[S:6][C:5]([SH:7])=[N:4][N:3]=1.Br[CH2:9][C:10]1([CH3:33])[CH:14]([C:15]([O:17][CH3:18])=[O:16])[N:13]2[C:19](=[O:32])[CH:20]([NH:21][C:22](=[O:31])[CH2:23][O:24][C:25]3[CH:30]=[CH:29][CH:28]=[CH:27][CH:26]=3)[C@H:12]2[S:11]1>P([O-])([O-])([O-])=O.CC(C)=O>[CH3:1][C:2]1[S:6][C:5]([S:7][CH2:9][C:10]2([CH3:33])[CH:14]([C:15]([O:17][CH3:18])=[O:16])[N:13]3[C:19](=[O:32])[CH:20]([NH:21][C:22](=[O:31])[CH2:23][O:24][C:25]4[CH:26]=[CH:27][CH:28]=[CH:29][CH:30]=4)[C@H:12]3[S:11]2)=[N:4][N:3]=1. Reported procedure: 5-Methyl-1,3,4-thiadiazole-2-thiol (0.4 g) was dissolved in a mixture of pH 7.3 phosphate buffer (20 ml) and acetone (20 ml). To this solution was added a solution of methyl 2-bromomethyl-2-methyl-6-(2-phenoxyacetamido)penam-3-carboxylate (0.80 g) in acetone (10 ml) and the mixture was stirred for 4 hours at room temperature. After the reaction was completed, acetone was distilled off from the reaction mixture and the residue was extracted with ethyl acetate. The extract was washed with sodium b... Starting materials: C(C1=CC=CC=C1)ON1[C@@H]2CC[C@H](N(C1=O)C2)C(=O)O ((2S,5R)-6-(Benzyloxy)-7-oxo-1,6-diazabicyclo[3.2.1]octane-2-carboxylic acid), N(N)C(=O)C1CCN(CC1)C(=O)OC(C)(C)C (tert-butyl 4-(hydrazinecarbonyl)piperidine-1-carboxylate). The product is C(C1=CC=CC=C1)ON1[C@@H]2CC[C@H](N(C1=O)C2)C(=O)NNC(=O)C2CCN(CC2)C(=O)OC(C)(C)C (tert-Butyl 4-[(2-{[(2S,5R)-6-benzyloxy-7-oxo-1,6-diazabicyclo[3.2.1]oct-2-yl]carbonyl}hydrazinyl)carbonyl]piperidine-1-carboxylate). Yield: 78.1%. RXN SMILES: [CH2:1]([O:8][N:9]1[C:15](=[O:16])[N:14]2[CH2:17][C@H:10]1[CH2:11][CH2:12][C@H:13]2[C:18]([OH:20])=O)[C:2]1[CH:7]=[CH:6][CH:5]=[CH:4][CH:3]=1.[NH:21]([C:23]([CH:25]1[CH2:30][CH2:29][N:28]([C:31]([O:33][C:34]([CH3:37])([CH3:36])[CH3:35])=[O:32])[CH2:27][CH2:26]1)=[O:24])[NH2:22]>>[CH2:1]([O:8][N:9]1[C:15](=[O:16])[N:14]2[CH2:17][C@H:10]1[CH2:11][CH2:12][C@H:13]2[C:18]([NH:22][NH:21][C:23]([CH:25]1[CH2:30][CH2:29][N:28]([C:31]([O:33][C:34]([CH3:37])([CH3:36])[CH3:35])=[O:32])[CH2:27][CH2:26]1)=[O:24])=[O:20])[C:2]1[CH:3]=[CH:4][CH:5]=[CH:6][CH:7]=1. Reported procedure: Following a procedure analogous to Example 27, from the carboxylic acid (6b, 390 mg, 1.41 mmol) of Example 9 or 16 and tert-butyl 4-(hydrazinecarbonyl)piperidine-1-carboxylate (642 mg, prepared following a procedure analogous to Reference Example 5 and Reference Example 6), 552.7 mg of the title compound was afforded (yield 78.1%).